Dataset: the Open Reaction Database (ORD), a public repository of structured organic reaction records. Task: describe an organic reaction: reactants, conditions, products, and yield Starting materials: [OH-].[Na+] (sodium hydroxide), Cl.C(C)ON (ethoxyamine hydrochloride), OC1=C(C(CC(C1)C1=CC=C(C=C1)SC)=O)C(CC)=O (3-hydroxy-5-(4-methylthiophenyl)-2-propionylcyclohex-2-en-1-one). Run in O (water), C(C)O (ethanol). Product: C(C)ON=C(CC)C=1C(CC(CC1O)C1=CC=C(C=C1)SC)=O (2-[1-(ethoxyimino)propyl]-3-hydroxy-5-(4-methylthiophenyl)cyclohex-2-en-1-one). Yield: 82.7%. As a reaction SMILES: [OH-].[Na+].Cl.[CH2:4]([O:6][NH2:7])[CH3:5].[OH:8][C:9]1[CH2:14][CH:13]([C:15]2[CH:20]=[CH:19][C:18]([S:21][CH3:22])=[CH:17][CH:16]=2)[CH2:12][C:11](=[O:23])[C:10]=1[C:24](=O)[CH2:25][CH3:26]>O.C(O)C>[CH2:4]([O:6][N:7]=[C:24]([C:10]1[C:11](=[O:23])[CH2:12][CH:13]([C:15]2[CH:16]=[CH:17][C:18]([S:21][CH3:22])=[CH:19][CH:20]=2)[CH2:14][C:9]=1[OH:8])[CH2:25][CH3:26])[CH3:5] |f:0.1,2.3|. Reported procedure: A solution of sodium hydroxide (0.15 g) in water (5 ml) and then ethoxyamine hydrochloride (0.37 g) were added to a solution of 3-hydroxy-5-(4-methylthiophenyl)-2-propionylcyclohex-2-en-1-one (1.0 g) in ethanol (40 ml). The mixture was stirred at room temperature and the progress of the reaction was monitored by thin layer chromatography on silica gel (eluant dichloromethane). On completion of the reaction the solvent was removed by distillation under reduced pressure. The residue was treated wi...